Dataset: the Open Reaction Database (ORD), a public repository of structured organic reaction records. Task: describe an organic reaction: reactants, conditions, products, and yield Reactants: ClC1=CC=C(C=C1)C1=NC(=CC(=N1)O)C1=CC=CC=C1 (2-(4-chloro-phenyl)-6-phenyl-pyrimidin-4-ol), ClC1=CC=C(C=C1)C1=NC(=CC(=N1)O)C1=CC=CC=C1 (2-(4-chloro-phenyl)-6-phenyl-pyrimidin-4-ol), FC1=CC=C(CBr)C=C1 (4-fluorobenzyl bromide). Product: ClC1=CC=C(C=C1)C1=NC(=CC(=N1)OCC1=CC=C(C=C1)F)C1=CC=CC=C1 (2-(4-Chlorophenyl)-4-[(4-fluorobenzyl)oxy]-6-phenylpyrimidine). As a reaction SMILES: [Cl:1][C:2]1[CH:7]=[CH:6][C:5]([C:8]2[N:13]=[C:12]([OH:14])[CH:11]=[C:10]([C:15]3[CH:20]=[CH:19][CH:18]=[CH:17][CH:16]=3)[N:9]=2)=[CH:4][CH:3]=1.[F:21][C:22]1[CH:29]=[CH:28][C:25]([CH2:26]Br)=[CH:24][CH:23]=1>>[Cl:1][C:2]1[CH:3]=[CH:4][C:5]([C:8]2[N:13]=[C:12]([O:14][CH2:26][C:25]3[CH:28]=[CH:29][C:22]([F:21])=[CH:23][CH:24]=3)[CH:11]=[C:10]([C:15]3[CH:20]=[CH:19][CH:18]=[CH:17][CH:16]=3)[N:9]=2)=[CH:6][CH:7]=1. Procedure details: The title compound was prepared from 2-(4-chloro-phenyl)-6-phenyl-pyrimidin-4-ol (which was obtained in Intermediate 1) and 4-fluorobenzyl bromide according to Method A; LC retention time 4.35 min; MS: m/z (ESI) 391 (M+H). Starting materials: C(CCC)C1=NC(=NC(=C1C)Cl)N (4-butyl-6-chloro-5-methylpyrimidine-2-ylamine), C(CCCC)N (amylamine). Reported procedure: A mixture of 4-butyl-6-chloro-5-methylpyrimidine-2-ylamine (93.5 mg, 0.47 mmol) and amylamine (1.5 ml) was refluxed for 8 hours. After reaction, the procedure according to pro-treatment of Example 7 was carried out to give the object compound (50 mg, 42.7%). Product: NC1=NC(=C(C(=N1)NCCCCC)C)CCCC (N-(2-Amino-6-butyl-5-methylpyrimidine-4-yl)-N-pentylamine). Isolated yield 42.7%. As a reaction SMILES: [CH2:1]([C:5]1[C:10]([CH3:11])=[C:9](Cl)[N:8]=[C:7]([NH2:13])[N:6]=1)[CH2:2][CH2:3][CH3:4].[CH2:14]([NH2:19])[CH2:15][CH2:16][CH2:17][CH3:18]>>[NH2:13][C:7]1[N:8]=[C:9]([NH:19][CH2:14][CH2:15][CH2:16][CH2:17][CH3:18])[C:10]([CH3:11])=[C:5]([CH2:1][CH2:2][CH2:3][CH3:4])[N:6]=1. Starting materials: Cl.N1CCC(CC1)C1=C(C(=NN1)C1=CC=C(C=C1)Cl)C1=CC=NC=C1 (5-(4-piperidyl)-4-(4-pyridyl)-3-(4-chlorophenyl)pyrazole hydrochloride), [OH-].[Na+] (NaOH), C(OC)(OC)OC (trimethyl orthoformate), S1C(=NC=C1)C=O (2-thiazolecarboxaldehyde). The solvent is CO (MeOH). Run at time 2 hour. Product: CC=1SC=C(N1)N1CCC(CC1)C1=C(C(=NN1)C1=CC=C(C=C1)Cl)C1=CC=NC=C1 (5-[N-(2-METHYLTHIAZOLYL)-4-PIPERIDYL]-4-(4-PYRIDYL)-3-(4-CHLOROPHENYL)PYRAZOLE). Reaction SMILES: Cl.[NH:2]1[CH2:7][CH2:6][CH:5]([C:8]2[NH:12][N:11]=[C:10]([C:13]3[CH:18]=[CH:17][C:16]([Cl:19])=[CH:15][CH:14]=3)[C:9]=2[C:20]2[CH:25]=[CH:24][N:23]=[CH:22][CH:21]=2)[CH2:4][CH2:3]1.C(OC)(OC)OC.[S:33]1[CH:37]=[CH:36][N:35]=[C:34]1[CH:38]=O.[OH-].[Na+]>CO>[CH3:38][C:34]1[S:33][CH:37]=[C:36]([N:2]2[CH2:3][CH2:4][CH:5]([C:8]3[NH:12][N:11]=[C:10]([C:13]4[CH:14]=[CH:15][C:16]([Cl:19])=[CH:17][CH:18]=4)[C:9]=3[C:20]3[CH:25]=[CH:24][N:23]=[CH:22][CH:21]=3)[CH2:6][CH2:7]2)[N:35]=1 |f:0.1,4.5|. Procedure details: To a suspension of 5-(4-piperidyl)-4-(4-pyridyl)-3-(4-chlorophenyl)pyrazole hydrochloride (Example C-74) in 12 mL of MeOH was added trimethyl orthoformate (2.6 g, 24.4 mmol) and 2-thiazolecarboxaldehyde (1.4 g, 12.2 mmol). The suspension was stirred at room temperature for 2 h. To this mixture was added NaCNBH (1.5 g, 24.4 mmol) and the resulting suspension was stirred at room temperature for 7 days. The mixture was poured onto 2.5 N NaOH and was extracted with ethyl acetate (2×100 mL). The comb... Starting materials: CCCC[N+](CCCC)(CCCC)CCCC, C1CCOC1, CCOC(C)=O, [F-], CC(C)[Si](Oc1ccc(C(CNC(=O)OC(C)(C)C)C(=O)Nc2ccc3cnccc3c2)cc1)(C(C)C)C(C)C. The product is CC(C)(C)OC(=O)NCC(C(=O)Nc1ccc2cnccc2c1)c1ccc(O)cc1. As a reaction SMILES: [CH2:42]([N+:43]([CH2:44][CH2:45][CH2:46][CH3:47])([CH2:48][CH2:49][CH2:50][CH3:51])[CH2:52][CH2:53][CH2:54][CH3:55])[CH2:56][CH2:57][CH3:58].[CH2:65]1[O:66][CH2:67][CH2:68][CH2:69]1.[CH3:59][CH2:60][O:61][C:62]([CH3:63])=[O:64].[F-:41].[cH:1]1[n:2][cH:3][cH:4][c:5]2[cH:6][c:7]([NH:11][C:12]([CH:13]([CH2:14][NH:15][C:16]([O:17][C:18]([CH3:19])([CH3:20])[CH3:21])=[O:22])[c:23]3[cH:24][cH:25][c:26]([O:29][Si:30]([CH:31]([CH3:32])[CH3:33])([CH:34]([CH3:35])[CH3:36])[CH:37]([CH3:38])[CH3:39])[cH:27][cH:28]3)=[O:40])[cH:8][cH:9][c:10]12>>[cH:1]1[n:2][cH:3][cH:4][c:5]2[cH:6][c:7]([NH:11][C:12]([CH:13]([CH2:14][NH:15][C:16]([O:17][C:18]([CH3:19])([CH3:20])[CH3:21])=[O:22])[c:23]3[cH:24][cH:25][c:26]([OH:29])[cH:27][cH:28]3)=[O:40])[cH:8][cH:9][c:10]12. The reactants are BrCCOCCBr, CCN(C(C)C)C(C)C, O=C(O)C(F)(F)F, COc1ccc(C(=O)NCc2cccc(C(=O)Nc3nc4c(s3)CC(N)CC4)c2)cc1OC, CN(C)C=O. Yields the product COc1ccc(C(=O)NCc2cccc(C(=O)Nc3nc4c(s3)CC(N3CCOCC3)CC4)c2)cc1OC. As a reaction SMILES: [Br:50][CH2:51][CH2:52][O:53][CH2:54][CH2:55][Br:56].[CH:41]([N:42]([CH2:43][CH3:44])[CH:45]([CH3:46])[CH3:47])([CH3:48])[CH3:49].[F:1][C:2]([F:3])([F:4])[C:5]([OH:6])=[O:7].[NH2:8][CH:9]1[CH2:10][c:11]2[c:12]([n:13][c:14]([NH:16][C:17](=[O:18])[c:19]3[cH:20][c:21]([CH2:22][NH:23][C:24]([c:25]4[cH:26][c:27]([O:33][CH3:34])[c:28]([O:31][CH3:32])[cH:29][cH:30]4)=[O:35])[cH:36][cH:37][cH:38]3)[s:15]2)[CH2:39][CH2:40]1.[O:57]=[CH:58][N:59]([CH3:60])[CH3:61]>>[N:8]1([CH:9]2[CH2:10][c:11]3[c:12]([n:13][c:14]([NH:16][C:17](=[O:18])[c:19]4[cH:20][c:21]([CH2:22][NH:23][C:24]([c:25]5[cH:26][c:27]([O:33][CH3:34])[c:28]([O:31][CH3:32])[cH:29][cH:30]5)=[O:35])[cH:36][cH:37][cH:38]4)[s:15]3)[CH2:39][CH2:40]2)[CH2:51][CH2:52][O:53][CH2:54][CH2:55]1. Reactants: OC1=C(CN(C1=O)C1=CC=CC=C1)C(=O)OCC (Ethyl 2,5-dihydro-4-hydroxy-5-oxo-1-phenyl-1H-pyrrole-3-carboxylate), Cl.NO (hydroxylamine hydrochloride). The solvent is N1=CC=CC=C1 (pyridine). Run at time 4 day. Yields the product ON=C1C(CN(C1=O)C1=CC=CC=C1)C(=O)OCC (Ethyl 4-(hydroxyimino)-5-oxo-1-phenyl-3-pyrrolidinecarboxylate). Yield: 61.5%. As a reaction SMILES: O[C:2]1[C:6](=[O:7])[N:5]([C:8]2[CH:13]=[CH:12][CH:11]=[CH:10][CH:9]=2)[CH2:4][C:3]=1[C:14]([O:16][CH2:17][CH3:18])=[O:15].Cl.[NH2:20][OH:21]>N1C=CC=CC=1>[OH:21][N:20]=[C:2]1[C:6](=[O:7])[N:5]([C:8]2[CH:13]=[CH:12][CH:11]=[CH:10][CH:9]=2)[CH2:4][CH:3]1[C:14]([O:16][CH2:17][CH3:18])=[O:15] |f:1.2|. Reported procedure: To a mechanically stirred solution of the title compound of Example E (21 g, 0.085 mol) in 450 ml of pyridine was added hydroxylamine hydrochloride (8.83 g, 0.127 mol). After stirring for 4 days at room temperature the solution was concentrated in vacuo to give a solid which was chromatographed on silica gel eluting with 3% EtOH/CH2Cl2 to give the title compound (13.71 g, 61%) as a colorless powder: Anal calcd for C13H14N2O4 : C, 59.53; H, 5.40; N, 10.68. Found: C, 59.48; H, 5.47; N, 10.64. MS c... The reactants are C(C)(C)(C)N1N=C(C=C1C1=CC=C(C=C1)F)CCC=O (3-(1-tert-butyl-5-(4-fluorophenyl)-1H-pyrazol-3-yl)propanal), [BH-](OC(=O)C)(OC(=O)C)OC(=O)C.[Na+] (NaBH(OAc)3), FC1=C(C=CC=C1)N1CCNCC1 (1-(2-fluorophenyl)piperazine), CCN(C(C)C)C(C)C (DIPEA). Product: C(C)(C)(C)N1N=C(C=C1C1=CC=C(C=C1)F)CCCN1CCN(CC1)C1=C(C=CC=C1)F (1-(3-(1-tert-butyl-5-(4-fluorophenyl)-1H-pyrazol-3-yl)propyl)-4-(2-fluorophenyl)piperazine). As a reaction SMILES: [C:1]([N:5]1[C:9]([C:10]2[CH:15]=[CH:14][C:13]([F:16])=[CH:12][CH:11]=2)=[CH:8][C:7]([CH2:17][CH2:18][CH:19]=O)=[N:6]1)([CH3:4])([CH3:3])[CH3:2].[F:21][C:22]1[CH:27]=[CH:26][CH:25]=[CH:24][C:23]=1[N:28]1[CH2:33][CH2:32][NH:31][CH2:30][CH2:29]1.CCN(C(C)C)C(C)C.[BH-](OC(C)=O)(OC(C)=O)OC(C)=O.[Na+]>>[C:1]([N:5]1[C:9]([C:10]2[CH:15]=[CH:14][C:13]([F:16])=[CH:12][CH:11]=2)=[CH:8][C:7]([CH2:17][CH2:18][CH2:19][N:31]2[CH2:30][CH2:29][N:28]([C:23]3[CH:24]=[CH:25][CH:26]=[CH:27][C:22]=3[F:21])[CH2:33][CH2:32]2)=[N:6]1)([CH3:4])([CH3:3])[CH3:2] |f:3.4|. Procedure: 142 mg (82%) of target compound was obtained by using a method same as in Example 1 by using 3-(1-tert-butyl-5-(4-fluorophenyl)-1H-pyrazol-3-yl)propanal (100 mg, 0.365 mmol), 1-(2-fluorophenyl)piperazine (66 mg, 0.365 mmol), DIPEA (0.1 mL, 0.548 mmol) and NaBH(OAc)3 (232 mg, 1.095 mmol). RXN SMILES: [CH3:30][OH:31].[CH3:32][CH2:33][O:34][C:35]([CH3:36])=[O:37].[Cl:1][CH2:2][c:3]1[cH:4][cH:5][cH:6][cH:7][cH:8]1.[K+:24].[K+:25].[O-:26][C:27]([O-:28])=[O:29].[OH:9][c:10]1[c:11]([O:22][CH3:23])[cH:12][c:13]([C:14](=[O:15])[O:16][CH3:17])[cH:18][c:19]1[O:20][CH3:21]>>[CH2:2]([c:3]1[cH:4][cH:5][cH:6][cH:7][cH:8]1)[O:9][c:10]1[c:11]([O:22][CH3:23])[cH:12][c:13]([C:14](=[O:15])[O:16][CH3:17])[cH:18][c:19]1[O:20][CH3:21]. Starting materials: CO, CCOC(C)=O, ClCc1ccccc1, [K+], [K+], O=C([O-])[O-], COC(=O)c1cc(OC)c(O)c(OC)c1. The product is COC(=O)c1cc(OC)c(OCc2ccccc2)c(OC)c1.